This data is from the Open Reaction Database (ORD), a public repository of structured organic reaction records. The task is: describe an organic reaction: reactants, conditions, products, and yield Reaction SMILES: [OH-].[Li+].[CH2:3]([N:5]([CH:20]1[C:28]2[C:23](=[CH:24][CH:25]=[C:26]([C:29]3[CH:34]=[CH:33][CH:32]=[C:31]([F:35])[CH:30]=3)[CH:27]=2)[CH2:22][CH2:21]1)[C:6]1[CH:7]=[C:8]([CH:17]=[CH:18][CH:19]=1)[O:9][CH2:10][C:11]([O:13]C(C)C)=[O:12])[CH3:4]>C1COCC1>[CH2:3]([N:5]([CH:20]1[C:28]2[C:23](=[CH:24][CH:25]=[C:26]([C:29]3[CH:34]=[CH:33][CH:32]=[C:31]([F:35])[CH:30]=3)[CH:27]=2)[CH2:22][CH2:21]1)[C:6]1[CH:7]=[C:8]([CH:17]=[CH:18][CH:19]=1)[O:9][CH2:10][C:11]([OH:13])=[O:12])[CH3:4] |f:0.1|. Yields the product C(C)N(C=1C=C(OCC(=O)O)C=CC1)C1CCC2=CC=C(C=C12)C1=CC(=CC=C1)F (2-(3-(Ethyl(6-(3-fluorophenyl)-2,3-dihydro-1H-inden-1-yl)amino)phenoxy)acetic acid). The solvent is C1CCOC1 (THF). Reactants: [OH-].[Li+] (lithium hydroxide), C(C)N(C=1C=C(OCC(=O)OC(C)C)C=CC1)C1CCC2=CC=C(C=C12)C1=CC(=CC=C1)F (isopropyl 2-(3-(ethyl(6-(3-fluorophenyl)-2,3-dihydro-1H-inden-1-yl)amino)phenoxy)acetate). The yield is 30.8%. Run at time 8 hour. Procedure: Aqueous lithium hydroxide (1 N, 1 mL, 1 mmol) was added to a solution of isopropyl 2-(3-(ethyl(6-(3-fluorophenyl)-2,3-dihydro-1H-inden-1-yl)amino)phenoxy)acetate (7 mg, 0.016 mmol) in THF (1 mL) in a scintillation vial. The vial was sealed and stirred overnight at room temperature. After 24 h, the reaction mixture was allowed to cool and the volatiles were concentrated. The residue was acidified with hydrochloric acid (1 N, 1 mL) and extracted with ethyl acetate (3×2 mL). The combined organic ex... Reactants: [H-].[Na+] (NaH), BrC1=CC=C(C=C1)N1CCC(CC1)O (1-(4-Bromophenyl)piperidin-4-ol), CN(C(=O)Cl)C (dimethylcarbamoylchloride). Run in O1CCCC1 (tetrahydrofurane). Run at temperature 0 celsius, time 30 minute. The product is CN(C(OC1CCN(CC1)C1=CC=C(C=C1)Br)=O)C (1-(4-Bromophenyl)piperidin-4-yl dimethylcarbamate). Reaction SMILES: [Br:1][C:2]1[CH:7]=[CH:6][C:5]([N:8]2[CH2:13][CH2:12][CH:11]([OH:14])[CH2:10][CH2:9]2)=[CH:4][CH:3]=1.[H-].[Na+].[CH3:17][N:18]([CH3:22])[C:19](Cl)=[O:20]>O1CCCC1>[CH3:17][N:18]([CH3:22])[C:19](=[O:20])[O:14][CH:11]1[CH2:10][CH2:9][N:8]([C:5]2[CH:6]=[CH:7][C:2]([Br:1])=[CH:3][CH:4]=2)[CH2:13][CH2:12]1 |f:1.2|. Procedure: 1-(4-Bromophenyl)piperidin-4-ol (200 mg) is dissolved under argon in tetrahydrofurane (4 mL), cooled to 0° C. and treated with NaH (60% in mineral oil, 36 mg). The mixture is stirred for 30 minutes, treated with dropwise with dimethylcarbamoylchloride (110 μL) and stirred for 4 hours at room temperature. Then the mixture is partitioned between water and ethylacetate. The organic phase is washed with water and brine and is dried (MgSO4). The solvents are evaporated in vacuo and the residue is chr... The reactants are C(=O)(OCC)C(CCC1=CC=CC=C1)N[C@@H](C)C(=O)N1[C@@H](CCC2CCCCC12)C(=O)O (1-[N-(1-Carboethoxy-3-phenylpropyl)-(S)-alanyl]decahydroquinoline-2(S)-carboxylic acid), [OH-].[Na+] (sodium hydroxide). RXN SMILES: [C:1]([CH:6]([NH:15][C@H:16]([C:18]([N:20]1[CH:29]2[CH:24]([CH2:25][CH2:26][CH2:27][CH2:28]2)[CH2:23][CH2:22][C@H:21]1[C:30]([OH:32])=[O:31])=[O:19])[CH3:17])[CH2:7][CH2:8][C:9]1[CH:14]=[CH:13][CH:12]=[CH:11][CH:10]=1)([O:3]CC)=[O:2].[OH-].[Na+]>>[C:1]([CH:6]([NH:15][C@H:16]([C:18]([N:20]1[CH:29]2[CH:24]([CH2:25][CH2:26][CH2:27][CH2:28]2)[CH2:23][CH2:22][C@H:21]1[C:30]([OH:32])=[O:31])=[O:19])[CH3:17])[CH2:7][CH2:8][C:9]1[CH:10]=[CH:11][CH:12]=[CH:13][CH:14]=1)([OH:3])=[O:2] |f:1.2|. Product: C(=O)(O)C(CCC1=CC=CC=C1)N[C@@H](C)C(=O)N1[C@@H](CCC2CCCCC12)C(=O)O (1-[N-(1-Carboxy-3-phenylpropyl)-(S)-alanyl]decahydroquinoline-2(S)-carboxylic acid). Procedure details: As described in Example 2, treat 1-[N-(1-carboethoxy-3-phenylpropyl)-(S)-alanyl]decahydroquinoline-2-carboxylic acid (prepared as described in Example 16) with sodium hydroxide to obtain the title compound.